This data is from the Open Reaction Database (ORD), a public repository of structured organic reaction records. The task is: describe an organic reaction: reactants, conditions, products, and yield RXN SMILES: [CH3:1][c:2]1[cH:3][c:4]2[c:5]([cH:6][c:7]1[N+:8]([O-:9])=[O:10])[c:11]1[c:12]([c:21](=[O:23])[o:22]2)[CH2:13][N:14]([CH2:17][C:18]([CH3:19])=[O:20])[CH2:15][CH2:16]1.[CH3:26][N:27]([CH3:28])[CH:29]=[O:30].[H:24][H:25]>>[CH3:1][c:2]1[cH:3][c:4]2[c:5]([cH:6][c:7]1[NH2:8])[c:11]1[c:12]([c:21](=[O:23])[o:22]2)[CH2:13][N:14]([CH2:17][C:18]([CH3:19])=[O:20])[CH2:15][CH2:16]1. Product: CC(=O)CN1CCc2c(c(=O)oc3cc(C)c(N)cc23)C1. Reactants: CC(=O)CN1CCc2c(c(=O)oc3cc(C)c([N+](=O)[O-])cc23)C1, CN(C)C=O, [H][H]. The reactants are C(C)OC(=O)C1=NN(C(=C1CO)SC1=CC(=CC(=C1)Cl)Cl)C(C)C (5-(3,5-dichlorophenylthio)-4-hydroxymethyl-1-isopropyl-1H-pyrazole-3-carboxylic acid ethyl ester), C1(=CC=CC=C1)P(C1=CC=CC=C1)C1=CC=CC=C1 (triphenylphosphine), C(Br)(Br)(Br)Br (carbon tetrabromide). Solvent: ClCCl (dichloromethane). Reaction conditions: time 8 hour. Yields the product C(C)OC(=O)C1=NN(C(=C1CBr)SC1=CC(=CC(=C1)Cl)Cl)C(C)C (4-bromomethyl-5-(3,5-dichlorophenylthio)-1-isopropyl-1H-pyrazole-3-carboxylic acid ethyl ester). The yield is 62.7%. As a reaction SMILES: [CH2:1]([O:3][C:4]([C:6]1[C:10]([CH2:11]O)=[C:9]([S:13][C:14]2[CH:19]=[C:18]([Cl:20])[CH:17]=[C:16]([Cl:21])[CH:15]=2)[N:8]([CH:22]([CH3:24])[CH3:23])[N:7]=1)=[O:5])[CH3:2].C1(P(C2C=CC=CC=2)C2C=CC=CC=2)C=CC=CC=1.C(Br)(Br)(Br)[Br:45]>ClCCl>[CH2:1]([O:3][C:4]([C:6]1[C:10]([CH2:11][Br:45])=[C:9]([S:13][C:14]2[CH:19]=[C:18]([Cl:20])[CH:17]=[C:16]([Cl:21])[CH:15]=2)[N:8]([CH:22]([CH3:24])[CH3:23])[N:7]=1)=[O:5])[CH3:2]. Procedure: To a solution of 504 mg 5-(3,5-dichlorophenylthio)-4-hydroxymethyl-1-isopropyl-1H-pyrazole-3-carboxylic acid ethyl ester in 5 ml of dichloromethane was added 375 mg of triphenylphosphine and 474 mg of carbon tetrabromide. The reaction mixture was stirred overnight. The solvent was removed and the residue was purified by flash chromatography on silica gel using diethyl ether/iso-hexane for the elution to give 367 mg of 4-bromomethyl-5-(3,5-dichlorophenylthio)-1-isopropyl-1H-pyrazole-3-carboxylic ... Starting materials: [Si](C)(C)(C(C)(C)C)OC1=C(C=C(CO)C=C1)Cl (4-tert-butyldimethylsilyloxy-3-chlorobenzyl alcohol), [Si](C)(C)(C(C)(C)C)OC1=C(C=C(CO)C=C1)Cl (4-tert-butyldimethylsilyloxy-3-chlorobenzyl alcohol), C(Br)(Br)(Br)Br (carbon tetrabromide), C1(=CC=CC=C1)P(C1=CC=CC=C1)C1=CC=CC=C1 (triphenylphosphine). Run in C(Cl)Cl (CH2Cl2), C(Cl)Cl (CH2Cl2). Yields the product [Si](C)(C)(C(C)(C)C)OC1=C(C=C(CBr)C=C1)Cl (4-tert-butyldimethylsilyloxy-3-chlorobenzyl bromide). The yield is 95.1%. Reaction SMILES: [Si:1]([O:8][C:9]1[CH:16]=[CH:15][C:12]([CH2:13]O)=[CH:11][C:10]=1[Cl:17])([C:4]([CH3:7])([CH3:6])[CH3:5])([CH3:3])[CH3:2].C(Br)(Br)(Br)[Br:19].C1(P(C2C=CC=CC=2)C2C=CC=CC=2)C=CC=CC=1>C(Cl)Cl>[Si:1]([O:8][C:9]1[CH:16]=[CH:15][C:12]([CH2:13][Br:19])=[CH:11][C:10]=1[Cl:17])([C:4]([CH3:7])([CH3:6])[CH3:5])([CH3:3])[CH3:2]. Reported procedure: To a stirred and cooled (0° C.) solution of 4.00 g (14.1 mmol) of the product of Step B dissolved in 70 mL of CH2Cl2 was added 5.84 g (17.6 mmol) of carbon tetrabromide and 4.61 g (17.6 mmol) of triphenylphosphine. After the addition the reaction mixture was allowed to of the product of Step B dissolved in 70 mL of CH2Cl2 was added 5.84 g evaporated in vacuo and purified on a silica gel flash chromatography column eluted with 2% ethyl acetate/hexane to afford 4.50 g (92%) of the title compound. Starting materials: C(C)(C)(C)OC(=O)NCC(=O)O[C@@H](CC1=C(C=[N+](C=C1Cl)[O-])Cl)C1=CC(=C(C=C1)OC(F)F)OCC1CC1 ((S)-4-(2-(2-(tert-butoxycarbonylamino)acetoxy)-2-(3-(cyclopropylmethoxy)-4-(difluoromethoxy)phenyl)ethyl)-3,5-dichloropyridine 1-oxide). Solvent: Cl (HCl), CCOC(=O)C (EtOAc). Run at time 3 hour. The product is Cl.NCC(=O)O[C@@H](CC1=C(C=[N+](C=C1Cl)[O-])Cl)C1=CC(=C(C=C1)OC(F)F)OCC1CC1 ((S)-4-(2-(2-aminoacetoxy)-2-(3(cyclopropylmethoxy)-4-(difluoromethoxy)phenyl)ethyl)-3,5-dichloropyridine 1-oxide hydrochloride). Yield: 137.4%. RXN SMILES: C(OC([NH:8][CH2:9][C:10]([O:12][C@H:13]([C:24]1[CH:29]=[CH:28][C:27]([O:30][CH:31]([F:33])[F:32])=[C:26]([O:34][CH2:35][CH:36]2[CH2:38][CH2:37]2)[CH:25]=1)[CH2:14][C:15]1[C:20]([Cl:21])=[CH:19][N+:18]([O-:22])=[CH:17][C:16]=1[Cl:23])=[O:11])=O)(C)(C)C>Cl.CCOC(C)=O>[ClH:21].[NH2:8][CH2:9][C:10]([O:12][C@H:13]([C:24]1[CH:29]=[CH:28][C:27]([O:30][CH:31]([F:33])[F:32])=[C:26]([O:34][CH2:35][CH:36]2[CH2:38][CH2:37]2)[CH:25]=1)[CH2:14][C:15]1[C:20]([Cl:21])=[CH:19][N+:18]([O-:22])=[CH:17][C:16]=1[Cl:23])=[O:11] |f:3.4|. Procedure details: (S)-4-(2-(2-(tert-butoxycarbonylamino)acetoxy)-2-(3-(cyclopropylmethoxy)-4-(difluoromethoxy)phenyl)ethyl)-3,5-dichloropyridine 1-oxide (80 mg, 0.17 mmol) was dissolved in HCl 4M in EtOAc (2 ml) and stirred at RT for 3 hours. The solvent was evaporated under vacuum, and the crude product was crystallized from EtOAc/Hexane to give 60 mg of the desired product (Yield: 69%). Reactants: N1C=C(C2=CC=CC=C12)CC(=O)O ((1H-indol-3-yl)acetic acid), CO (methanol), Cl (HCl). Solvent: C(C)OCC (diethyl ether). Yields the product N1C=C(C2=CC=CC=C12)CC(=O)OC (methyl (1H-indol-3-yl)acetate). Isolated yield 94.0%. As a reaction SMILES: [NH:1]1[C:9]2[C:4](=[CH:5][CH:6]=[CH:7][CH:8]=2)[C:3]([CH2:10][C:11]([OH:13])=[O:12])=[CH:2]1.[CH3:14]O.Cl>C(OCC)C>[NH:1]1[C:9]2[C:4](=[CH:5][CH:6]=[CH:7][CH:8]=2)[C:3]([CH2:10][C:11]([O:13][CH3:14])=[O:12])=[CH:2]1. Reported procedure: A mixture of commercially available (1H-indol-3-yl)acetic acid (200 g, 1.14 mol), methanol (2700 mL) and a saturated solution of HCl in diethyl ether (750 mL) was stirred at room temperature for 16 h. The solvent was removed in vacuo, and the residue was subjected to aqueous work-up under alkaline conditions by the use of aqueous ammonia to yield methyl (1H-indol-3-yl)acetate as an oil (202.5 g, 94%). The crude oil was dissolved in acetic acid (2 L), and sodium cyanoborohydride (60 g, 0.95 mol) ... Starting materials: O=C([O-])[O-], CC(=O)Cl, CCOC(C)=O, [K+], [K+], CC(=O)NCc1ccc(CN2CCN(c3ccc(N)cc3)CC2)cc1, O. The product is CC(=O)NCc1ccc(CN2CCN(c3ccc(NC(C)=O)cc3)CC2)cc1. As a reaction SMILES: [C:26](=[O:27])([O-:28])[O-:29].[CH3:33][C:34]([Cl:35])=[O:36].[CH3:37][CH2:38][O:39][C:40](=[O:41])[CH3:42].[K+:30].[K+:31].[NH2:1][c:2]1[cH:3][cH:4][c:5]([N:8]2[CH2:9][CH2:10][N:11]([CH2:14][c:15]3[cH:16][cH:17][c:18]([CH2:21][NH:22][C:23]([CH3:24])=[O:25])[cH:19][cH:20]3)[CH2:12][CH2:13]2)[cH:6][cH:7]1.[OH2:32]>>[NH:1]([c:2]1[cH:3][cH:4][c:5]([N:8]2[CH2:9][CH2:10][N:11]([CH2:14][c:15]3[cH:16][cH:17][c:18]([CH2:21][NH:22][C:23]([CH3:24])=[O:25])[cH:19][cH:20]3)[CH2:12][CH2:13]2)[cH:6][cH:7]1)[C:34]([CH3:33])=[O:36].